From a dataset of the Open Reaction Database (ORD), a public repository of structured organic reaction records. describe an organic reaction: reactants, conditions, products, and yield The reactants are 14, ClC1=CC2=C(N(C(N2CC#C)=O)C2CCN(CC2)C(=O)OCC)C=C1 (ethyl 4-[5-chloro-1,3-dihydro-2-oxo-3-(2-propynyl)-2H-benzimidazol-1-yl]-1-piperidinecarboxylate), [OH-].[K+] (potassium hydroxide), CC(C)O (2-propanol). Run in O (water). Product: Cl.ClC1=CC2=C(N(C(N2CC(C)=O)=O)C2CCNCC2)C=C1 (5-chloro-1,3-dihydro-3-(2-oxopropyl)-1-(4-piperidinyl)-2H-benzimidazol-2-one hydrochloride). RXN SMILES: [Cl:1][C:2]1[CH:25]=[CH:24][C:5]2[N:6]([CH:13]3[CH2:18][CH2:17][N:16](C(OCC)=O)[CH2:15][CH2:14]3)[C:7](=[O:12])[N:8]([CH2:9][C:10]#[CH:11])[C:4]=2[CH:3]=1.[OH-].[K+].CC([OH:31])C>O>[ClH:1].[Cl:1][C:2]1[CH:25]=[CH:24][C:5]2[N:6]([CH:13]3[CH2:18][CH2:17][NH:16][CH2:15][CH2:14]3)[C:7](=[O:12])[N:8]([CH2:9][C:10](=[O:31])[CH3:11])[C:4]=2[CH:3]=1 |f:1.2,5.6|. Reported procedure: A mixture of 14 parts of ethyl 4-[5-chloro-1,3-dihydro-2-oxo-3-(2-propynyl)-2H-benzimidazol-1-yl]-1-piperidinecarboxylate, 20 parts of potassium hydroxide, 128 parts of 2-propanol and 2.5 parts of water is stirred and refluxed overnight. After cooling, the solvent is evaporated and water is added to the residue. The product is extracted with methylbenzene. The extract is dried, filtered and evaporated. The oily residue is converted into the hydrochloride salt in 2,2'-oxybispropane and 2-propanol... Reactants: ( 15.5 ), NC=1SC(=NN1)SCC1=CC=CC=C1 (2-amino-5-benzylthio-1,3,4-thiadiazole), C(C)OC=CC(=O)OCC (ethyl 3-ethoxypropenoate), polyphosphoric acid, C=1(C(=CC=CC1)C)C (xylene). Solvent: O (Water). Run at time 30 minute. Yields the product C(C1=CC=CC=C1)SC1=NN2C(=NC=CC2=O)S1 (2-benzylthio-5H-1,3,4-thiadiazolo[3,2-a]pyrimidin-5-one). Yield: 54.0%. Reaction SMILES: [NH2:1][C:2]1[S:3][C:4]([S:7][CH2:8][C:9]2[CH:14]=[CH:13][CH:12]=[CH:11][CH:10]=2)=[N:5][N:6]=1.C([O:17][CH:18]=[CH:19][C:20](OCC)=O)C.C1(C)C(C)=CC=CC=1>O>[CH2:8]([S:7][C:4]1[S:3][C:2]2=[N:1][CH:20]=[CH:19][C:18](=[O:17])[N:6]2[N:5]=1)[C:9]1[CH:10]=[CH:11][CH:12]=[CH:13][CH:14]=1. Reported procedure: Fifteen point five (15.5) grams of 2-amino-5-benzylthio-1,3,4-thiadiazole, 10 g of ethyl 3-ethoxypropenoate, 15 g of polyphosphoric acid and 15 ml of xylene were mixed and vigorously stirred for 30 minutes. After the reaction was finished, the reaction mixture was cooled. Water was added to the reaction mixture and the mixture was extracted with toluene. The organic layer was washed with an aqueous sodium hydrogen carbonate solution and water respectively and dried over anhydrous sodium sulfate.... Reaction SMILES: [CH3:1][O:2][c:3]1[cH:4][cH:5][c:6]([CH2:7][NH:8][c:9]2[c:10]([C:21](=[O:22])[O:23][CH2:24][CH3:25])[c:11]([CH3:20])[n:12][c:13]3[cH:14][cH:15][cH:16][c:17]([CH3:19])[c:18]23)[cH:26][cH:27]1.[F:28][C:29]([F:30])([F:31])[C:32]([OH:33])=[O:34]>>[NH2:8][c:9]1[c:10]([C:21](=[O:22])[O:23][CH2:24][CH3:25])[c:11]([CH3:20])[n:12][c:13]2[cH:14][cH:15][cH:16][c:17]([CH3:19])[c:18]12. Reactants: CCOC(=O)c1c(C)nc2cccc(C)c2c1NCc1ccc(OC)cc1, O=C(O)C(F)(F)F. Product: CCOC(=O)c1c(C)nc2cccc(C)c2c1N. Starting materials: CC1=C(C(=O)O)C=CC=C1 (2-methylbenzoic acid), FC1=CC=C(C=C1)C(CN)N1CCOCC1 (2-(4-fluoro-phenyl)-2-morpholin-4-yl-ethylamine). Product: FC1=CC=C(C=C1)C(CNC(C1=C(C=CC=C1)C)=O)N1CCOCC1 (N-[2-(4-Fluoro-phenyl)-2-morpholin-4-yl-ethyl]-2-methyl-benzamide). As a reaction SMILES: [CH3:1][C:2]1[CH:10]=[CH:9][CH:8]=[CH:7][C:3]=1[C:4]([OH:6])=O.[F:11][C:12]1[CH:17]=[CH:16][C:15]([CH:18]([N:21]2[CH2:26][CH2:25][O:24][CH2:23][CH2:22]2)[CH2:19][NH2:20])=[CH:14][CH:13]=1>>[F:11][C:12]1[CH:17]=[CH:16][C:15]([CH:18]([N:21]2[CH2:22][CH2:23][O:24][CH2:25][CH2:26]2)[CH2:19][NH:20][C:4](=[O:6])[C:3]2[CH:7]=[CH:8][CH:9]=[CH:10][C:2]=2[CH3:1])=[CH:14][CH:13]=1. Procedure details: From 2-methylbenzoic acid and 2-(4-fluoro-phenyl)-2-morpholin-4-yl-ethylamine.